Task: describe an organic reaction: reactants, conditions, products, and yield. Dataset: the Open Reaction Database (ORD), a public repository of structured organic reaction records Starting materials: Cc1onc(-c2ccccc2)c1CO, CCOC(C)=O, COC(=O)c1ccc(Cl)nc1, [H-], [Na+]. Yields the product COC(=O)c1ccc(OCc2c(-c3ccccc3)noc2C)nc1. As a reaction SMILES: [CH3:1][c:2]1[c:3]([CH2:13][OH:14])[c:4](-[c:7]2[cH:8][cH:9][cH:10][cH:11][cH:12]2)[n:5][o:6]1.[CH3:28][CH2:29][O:30][C:31](=[O:32])[CH3:33].[Cl:17][c:18]1[n:19][cH:20][c:21]([C:22](=[O:23])[O:24][CH3:25])[cH:26][cH:27]1.[H-:15].[Na+:16]>>[CH3:1][c:2]1[c:3]([CH2:13][O:14][c:18]2[n:19][cH:20][c:21]([C:22](=[O:23])[O:24][CH3:25])[cH:26][cH:27]2)[c:4](-[c:7]2[cH:8][cH:9][cH:10][cH:11][cH:12]2)[n:5][o:6]1. Starting materials: C(C)OCCOC1=CC=C(C=C1)C=1C=CC2=C(C=C(CCN2C=O)C(=O)OC)C1 (methyl 7-[4-(2-ethoxyethoxy)phenyl]-1-formyl-2,3-dihydro-1H-1-benzazepine-4-carboxylate), [OH-].[Na+] (sodium hydroxide). Run in CO (methanol), C1CCOC1 (THF). Conditions: time 8 hour. Yields the product C(C)OCCOC1=CC=C(C=C1)C=1C=CC2=C(C=C(CCN2C=O)C(=O)O)C1 (7-[4-(2-ethoxyethoxy)phenyl]-1-formyl-2,3-dihydro-1H-1-benzazepine-4-carboxylic acid). The yield is 98.5%. Reaction SMILES: [CH2:1]([O:3][CH2:4][CH2:5][O:6][C:7]1[CH:12]=[CH:11][C:10]([C:13]2[CH:14]=[CH:15][C:16]3[N:22]([CH:23]=[O:24])[CH2:21][CH2:20][C:19]([C:25]([O:27]C)=[O:26])=[CH:18][C:17]=3[CH:29]=2)=[CH:9][CH:8]=1)[CH3:2].[OH-].[Na+]>CO.C1COCC1>[CH2:1]([O:3][CH2:4][CH2:5][O:6][C:7]1[CH:8]=[CH:9][C:10]([C:13]2[CH:14]=[CH:15][C:16]3[N:22]([CH:23]=[O:24])[CH2:21][CH2:20][C:19]([C:25]([OH:27])=[O:26])=[CH:18][C:17]=3[CH:29]=2)=[CH:11][CH:12]=1)[CH3:2] |f:1.2|. Procedure: In methanol (25 ml) and THF (25 ml) was dissolved methyl 7-[4-(2-ethoxyethoxy)phenyl]-1-formyl-2,3-dihydro-1H-1-benzazepine-4-carboxylate (0.2 g). To the solution was added 1N sodium hydroxide solution (5 ml), and the mixture was stirred at room temperature overnight and concentrated. To the residue was added water, and the mixture was neutralized with 1N hydrochloric acid and extracted with ethyl acetate. The organic layer was washed with water and saturated brine and dried with anhydrous magne... The reactants are C1(=CC=CC=C1)P(C1=CC=CC=C1)C1=CC=CC=C1 (triphenylphosphine), compound, COC1=C(CN(S(=O)(=O)C2=CC3=C(NC(O3)=O)C=C2F)C2=NC=NS2)C=CC(=C1)OC (N-(2,4-Dimethoxybenzyl)-5-fluoro-2-oxo-N-(1,2,4-thiadiazol-5-yl)-2,3-dihydro-1,3-benzoxazole-6-sulfonamide), BrC=1C=C(C=CC1)[C@H](C)O ((S)-1-(3-bromophenyl)ethanol), CCOC(=O)/N=N/C(=O)OCC (DEAD). The solvent is CCOC(=O)C (EtOAc), C([O-])(O)=O.[Na+] (sodium bicarbonate), C1CCOC1 (THF). Run at temperature 0 celsius, time 120 minute. Yields the product BrC=1C=C(C=CC1)[C@@H](C)N1C(OC2=C1C=C(C(=C2)S(=O)(=O)N(C2=NC=NS2)CC2=C(C=C(C=C2)OC)OC)F)=O ((R)-3-(1-(3-Bromophenyl)ethyl)-N-(2,4-dimethoxybenzyl)-5-fluoro-2-oxo-N-(1,2,4-thiadiazol-5-yl)-2,3-dihydrobenzo[d]oxazole-6-sulfonamide). As a reaction SMILES: [CH3:1][O:2][C:3]1[CH:29]=[C:28]([O:30][CH3:31])[CH:27]=[CH:26][C:4]=1[CH2:5][N:6]([C:21]1[S:25][N:24]=[CH:23][N:22]=1)[S:7]([C:10]1[C:19]([F:20])=[CH:18][C:13]2[NH:14][C:15](=[O:17])[O:16][C:12]=2[CH:11]=1)(=[O:9])=[O:8].[Br:32][C:33]1[CH:34]=[C:35]([C@@H:39](O)[CH3:40])[CH:36]=[CH:37][CH:38]=1.C1(P(C2C=CC=CC=2)C2C=CC=CC=2)C=CC=CC=1.CCOC(/N=N/C(OCC)=O)=O>C1COCC1.CCOC(C)=O.C(=O)(O)[O-].[Na+]>[Br:32][C:33]1[CH:34]=[C:35]([C@H:39]([N:14]2[C:13]3[CH:18]=[C:19]([F:20])[C:10]([S:7]([N:6]([CH2:5][C:4]4[CH:26]=[CH:27][C:28]([O:30][CH3:31])=[CH:29][C:3]=4[O:2][CH3:1])[C:21]4[S:25][N:24]=[CH:23][N:22]=4)(=[O:8])=[O:9])=[CH:11][C:12]=3[O:16][C:15]2=[O:17])[CH3:40])[CH:36]=[CH:37][CH:38]=1 |f:6.7|. Reported procedure: Accordingly, the compound of Formula 28-1 ((R)-3-(1-(3-bromophenyl)ethyl)-N-(2,4-dimethoxybenzyl)-2-oxo-N-(1,2,4-thiadiazol-5-yl)-2,3-dihydrobenzo[d]oxazole-6-sulfonamide) was prepared from a solution provided by dissolving 2 g of the compound of Formula 11-3 (4.29 mmol, prepared as described above) and 0.862 g of (S)-1-(3-bromophenyl)ethanol (4.29 mmol) in 10 mL of THF. This solution was cooled to 0° C. and treated with triphenylphosphine (2.25 g, 8.58 mmol) followed by DEAD (1.36 mL, 8.58 mmol... Starting materials: ONC(=N)N1CCC(CC1)C1CC=2C(=CN=C(C2)C2=CC=C(C=C2)S(=O)(=O)C)O1 (N-hydroxy-4-[5-(4-methanesulfonyl-phenyl)-2,3-dihydro-furo[2,3-c]pyridin-2-yl]-piperidine-1-carboxamidine), C(CCC)(=O)Cl (butyryl chloride). Product: CS(=O)(=O)C1=CC=C(C=C1)C=1C=C2C(=CN1)OC(C2)C2CCN(CC2)C2=NOC(=N2)CCC (5-(4-Methanesulfonyl-phenyl)-2-[1-(5-propyl-[1,2,4]oxadiazol-3-yl)-piperidin-4-yl]-2,3-dihydro-furo[2,3-c]pyridine). RXN SMILES: [OH:1][NH:2][C:3]([N:5]1[CH2:10][CH2:9][CH:8]([CH:11]2[O:29][C:14]3=[CH:15][N:16]=[C:17]([C:19]4[CH:24]=[CH:23][C:22]([S:25]([CH3:28])(=[O:27])=[O:26])=[CH:21][CH:20]=4)[CH:18]=[C:13]3[CH2:12]2)[CH2:7][CH2:6]1)=[NH:4].[C:30](Cl)(=O)[CH2:31][CH2:32][CH3:33]>>[CH3:28][S:25]([C:22]1[CH:23]=[CH:24][C:19]([C:17]2[CH:18]=[C:13]3[CH2:12][CH:11]([CH:8]4[CH2:7][CH2:6][N:5]([C:3]5[N:4]=[C:30]([CH2:31][CH2:32][CH3:33])[O:1][N:2]=5)[CH2:10][CH2:9]4)[O:29][C:14]3=[CH:15][N:16]=2)=[CH:20][CH:21]=1)(=[O:27])=[O:26]. Procedure: The title compound is prepared from N-hydroxy-4-[5-(4-methanesulfonyl-phenyl)-2,3-dihydro-furo[2,3-c]pyridin-2-yl]-piperidine-1-carboxamidine and butyryl chloride following a procedure analogous to that described in Example 8. LC (method 5): tR=1.30 min; Mass spectrum (ESI+): m/z=469 [M+H]+. Isolated yield 49.3%. The reactants are C(C)(C)(C)OC(=O)N1CCC=2C(=NNC2CC1)C1=CC=C(C=C1)Cl (3-(4-chloro-phenyl)-4,5,7,8-tetrahydro-1H-1,2,6-triaza-azulene-6-carboxylic acid tert-butyl ester), FC(C1=C(CBr)C=CC=C1)(F)F (2-trifluoromethylbenzyl bromide), C(C)(C)(C)OC(=O)N1CCC2=C(N(N=C2CC1)CC1=C(C=CC=C1)C(F)(F)F)C1=CC=C(C=C1)Cl (3-(4-chloro-phenyl)-2-(2-trifluoromethyl-benzyl)-4,5,7,8-tetrahydro-2H-1,2,6-triaza-azulene-6-carboxylic acid tert-butyl ester). Reaction SMILES: C(OC([N:8]1[CH2:17][CH2:16][C:15]2[NH:14][N:13]=[C:12]([C:18]3[CH:23]=[CH:22][C:21]([Cl:24])=[CH:20][CH:19]=3)[C:11]=2[CH2:10][CH2:9]1)=O)(C)(C)C.[F:25][C:26]([F:36])([F:35])[C:27]1[CH:34]=[CH:33][CH:32]=[CH:31][C:28]=1[CH2:29]Br.C(OC(N1CCC2C(=C(C3C=CC(Cl)=CC=3)N(CC3C=CC=CC=3C(F)(F)F)N=2)CC1)=O)(C)(C)C>>[Cl:24][C:21]1[CH:20]=[CH:19][C:18]([C:12]2[C:11]3[CH2:10][CH2:9][NH:8][CH2:17][CH2:16][C:15]=3[N:14]([CH2:29][C:28]3[CH:31]=[CH:32][CH:33]=[CH:34][C:27]=3[C:26]([F:25])([F:35])[F:36])[N:13]=2)=[CH:23][CH:22]=1. The product is ClC1=CC=C(C=C1)C1=NN(C=2CCNCCC12)CC1=C(C=CC=C1)C(F)(F)F (3-(4-Chloro-phenyl)-1-(2-trifluoromethyl-benzyl)-1,4,5,6,7,8-hexahydro-1,2,6-triaza-azulene). Reported procedure: The title compound (0.04 g) was prepared from 3-(4-chloro-phenyl)-4,5,7,8-tetrahydro-1H-1,2,6-triaza-azulene-6-carboxylic acid tert-butyl ester (Example 103, Step B; 0.2 mmol) using 2-trifluoromethylbenzyl bromide (0.3 mmol) in place of 2-chloromethyl-thiophene. The reaction sequence also yielded 3-(4-chloro-phenyl)-2-(2-trifluoromethyl-benzyl)-4,5,7,8-tetrahydro-2H-1,2,6-triaza-azulene-6-carboxylic acid tert-butyl ester in the alkylation step. MS (ESI): exact mass calculated for C21H19ClF3N3, 4... Starting materials: ClCC=C(CCC=C(CCC=C(CCC=C(CCC=C(CCC=C(CCC=C(CCC=C(CCC=C(C)C)C)C)C)C)C)C)C)C (1-chloro-3,7,11,15,19,23,27,31,35-nonamethyl-2,6,10,14,18,22,26,30,34-hexatriacontanonaene), O (water), [H-].[Na+] (sodium hydride), NCCS (2-aminoethanethiol). Reagents/catalysts: C1COCCOCCOCCOCCOCCO1 (18-crown-6). Run in O1CCCC1 (tetrahydrofuran), O1CCCC1 (tetrahydrofuran). The product is CC(=CCSCCN)CCC=C(CCC=C(CCC=C(CCC=C(CCC=C(CCC=C(CCC=C(CCC=C(C)C)C)C)C)C)C)C)C (2-(3,7,11,15,19,23,27,31,35-Nonamethyl-2,6,10,14,18,22,26,30,34-hexatriacontanonaen-1-ylthio)ethylamine). Isolated yield 61.3%. As a reaction SMILES: [H-].[Na+].[NH2:3][CH2:4][CH2:5][SH:6].Cl[CH2:8][CH:9]=[C:10]([CH3:52])[CH2:11][CH2:12][CH:13]=[C:14]([CH3:51])[CH2:15][CH2:16][CH:17]=[C:18]([CH3:50])[CH2:19][CH2:20][CH:21]=[C:22]([CH3:49])[CH2:23][CH2:24][CH:25]=[C:26]([CH3:48])[CH2:27][CH2:28][CH:29]=[C:30]([CH3:47])[CH2:31][CH2:32][CH:33]=[C:34]([CH3:46])[CH2:35][CH2:36][CH:37]=[C:38]([CH3:45])[CH2:39][CH2:40][CH:41]=[C:42]([CH3:44])[CH3:43].O>O1CCCC1.C1OCCOCCOCCOCCOCCOC1>[CH3:52][C:10]([CH2:11][CH2:12][CH:13]=[C:14]([CH3:51])[CH2:15][CH2:16][CH:17]=[C:18]([CH3:50])[CH2:19][CH2:20][CH:21]=[C:22]([CH3:49])[CH2:23][CH2:24][CH:25]=[C:26]([CH3:48])[CH2:27][CH2:28][CH:29]=[C:30]([CH3:47])[CH2:31][CH2:32][CH:33]=[C:34]([CH3:46])[CH2:35][CH2:36][CH:37]=[C:38]([CH3:45])[CH2:39][CH2:40][CH:41]=[C:42]([CH3:44])[CH3:43])=[CH:9][CH2:8][S:6][CH2:5][CH2:4][NH2:3] |f:0.1|. Reported procedure: Under an atmosphere of argon, sodium hydride (1.43 g, 35.8 mmol, 60% dispersion in mineral oil) was added to a solution of 2-aminoethanethiol (2.76 g, 35.8 mmol) in 90 ml of tetrahydrofuran. The mixture was heated at reflux temperature for 15 minutes and cooled in an ice bath. To the reaction mixture, 18-crown-6 (20 mg, 0.08 mmol) was added and then a solution of 1-chloro-3,7,11,15,19,23,27,31,35-nonamethyl-2,6,10,14,18,22,26,30,34-hexatriacontanonaene [23.2 g, 35.7 mmol, prepared as described i...